Dataset: the Open Reaction Database (ORD), a public repository of structured organic reaction records. Task: describe an organic reaction: reactants, conditions, products, and yield Starting materials: CCc1cccc(C)c1CCl, Cc1nc2c(O)cccn2c1C, CC(C)=O, [I-], [Na+], [Na+], [Na+], O=C([O-])[O-]. The product is CCc1cccc(C)c1COc1cccn2c(C)c(C)nc12. As a reaction SMILES: [CH2:13]([CH3:14])[c:15]1[c:16]([CH2:17][Cl:18])[c:19]([CH3:23])[cH:20][cH:21][cH:22]1.[CH3:1][c:2]1[n:3][c:4]2[n:5]([cH:6][cH:7][cH:8][c:9]2[OH:10])[c:11]1[CH3:12].[CH3:32][C:33](=[O:34])[CH3:35].[I-:25].[Na+:24].[Na+:26].[Na+:27].[O-:28][C:29](=[O:30])[O-:31]>>[CH3:1][c:2]1[n:3][c:4]2[n:5]([cH:6][cH:7][cH:8][c:9]2[O:10][CH2:17][c:16]2[c:15]([CH2:13][CH3:14])[cH:22][cH:21][cH:20][c:19]2[CH3:23])[c:11]1[CH3:12]. Starting materials: CC(c1nc2c(cnn2C2CCC2)c(=O)[nH]1)N1CC(O)C1, Clc1cnccn1, CC(C)(C)OC(=O)N1CC(O)C1, O=C(O)C(F)(F)F. The product is CC(C)(C)OC(=O)N1CC(Oc2cnccn2)C1. As a reaction SMILES: [CH:27]1([n:28]2[c:29]3[n:30][c:31]([CH:32]([N:33]4[CH2:34][CH:35]([OH:36])[CH2:37]4)[CH3:38])[nH:39][c:40](=[O:41])[c:42]3[cH:43][n:44]2)[CH2:45][CH2:46][CH2:47]1.[Cl:1][c:2]1[n:3][cH:4][cH:5][n:6][cH:7]1.[OH:15][CH:16]1[CH2:17][N:18]([C:20](=[O:21])[O:22][C:23]([CH3:24])([CH3:25])[CH3:26])[CH2:19]1.[OH:8][C:9]([C:10]([F:11])([F:12])[F:13])=[O:14]>>[c:2]1([O:15][CH:16]2[CH2:17][N:18]([C:20](=[O:21])[O:22][C:23]([CH3:24])([CH3:25])[CH3:26])[CH2:19]2)[n:3][cH:4][cH:5][n:6][cH:7]1. The reactants are CC=1C=C2C=3CCCC(C3NC2=CC1)=O (6-methyl-1,2,3,4-tetrahydrocarbazol-1-one), ClCCOS(=O)(=O)C1=CC=C(C=C1)C (p-toluenesulfonic acid-β-chloroethylester), [OH-].[Na+] (sodium hydroxide). Reagents/catalysts: S(=O)(=O)(O)[O-].C(CCC)[N+](CCCC)(CCCC)CCCC (tetrabutylammoniumhydrogensulfate). The solvent is C1(=CC=CC=C1)C (toluene). Yields the product CC=1C=C2C=3CCCC(C3N(C2=CC1)CCCl)=O (6-methyl-9-(2-chloroethyl)-1,2,3,4-tetrahydrocarbazol-1-one). Reaction SMILES: [CH3:1][C:2]1[CH:3]=[C:4]2[C:12](=[CH:13][CH:14]=1)[NH:11][C:10]1[C:9](=[O:15])[CH2:8][CH2:7][CH2:6][C:5]2=1.[Cl:16][CH2:17][CH2:18]OS(C1C=CC(C)=CC=1)(=O)=O.[OH-].[Na+]>S([O-])(O)(=O)=O.C([N+](CCCC)(CCCC)CCCC)CCC.C1(C)C=CC=CC=1>[CH3:1][C:2]1[CH:3]=[C:4]2[C:12](=[CH:13][CH:14]=1)[N:11]([CH2:18][CH2:17][Cl:16])[C:10]1[C:9](=[O:15])[CH2:8][CH2:7][CH2:6][C:5]2=1 |f:2.3,4.5|. Procedure: 100 g. (0.5 mole) of 6-methyl-1,2,3,4-tetrahydrocarbazol-1-one and 234.5 g. (1 mole) of p-toluenesulfonic acid-β-chloroethylester are dissolved in 700 ml. of toluene and stirred together with a solution of 4.25 g. (12.5 m moles) of tetrabutylammoniumhydrogensulfate in 500 ml. of aqueous sodium hydroxide solution (30% strength) for 10 hours at room temperature. The organic layer is separated, washed with water and concentrated by evaporation. 108 g. (=83% of the theoretical) of 6-methyl-9-(2-chlo... Starting materials: CNC=1C(=NC(=CC1)C(F)(F)F)N (N3-methyl-6-trifluoromethylpyridin-2,3-diamine), C(C)SC1=C(C(=O)O)C=CC=C1 (2-ethylsulfanylbenzoic acid), CCN=C=NCCCN(C)C (WSC), N1=CC=CC=C1 (pyridine). Run in O (water). Product: C(C)SC1=C(C=CC=C1)C=1N(C=2C(=NC(=CC2)C(F)(F)F)N1)C (2-(2-ethylsulfanylphenyl)-1-methyl-5-trifluoromethyl-1H-imidazo[4,5-b]pyridine). The yield is 49.2%. Reaction SMILES: [CH3:1][NH:2][C:3]1[C:4]([NH2:13])=[N:5][C:6]([C:9]([F:12])([F:11])[F:10])=[CH:7][CH:8]=1.[CH2:14]([S:16][C:17]1[CH:25]=[CH:24][CH:23]=[CH:22][C:18]=1[C:19](O)=O)[CH3:15].CCN=C=NCCCN(C)C.N1C=CC=CC=1>O>[CH2:14]([S:16][C:17]1[CH:25]=[CH:24][CH:23]=[CH:22][C:18]=1[C:19]1[N:2]([CH3:1])[C:3]2[C:4]([N:13]=1)=[N:5][C:6]([C:9]([F:12])([F:10])[F:11])=[CH:7][CH:8]=2)[CH3:15]. Reported procedure: A mixture of N3-methyl-6-trifluoromethylpyridin-2,3-diamine (0.38 g), 2-ethylsulfanylbenzoic acid (0.40 g), WSC (0.42 g), and pyridine (3 ml) was stirred under reflux for hours. Into the reaction mixture cooled to room temperature, water was poured, and extracted with ethyl acetate. The organic layer was dried over sodium sulfate, and concentrated under reduced pressure. To the resulting residue, tripotassium phosphate (1.06 g) and 1-propanol (4 ml) were added, and stirred under reflux for 4 hou... The reactants are C1=C(C=CC=2CCCCC12)C=1N=C(SC1)C1CCNCC1 (4-[4-(5,6,7,8-tetrahydronaphthalen-2-yl)thiazol-2-yl]piperidine), Cl (hydrochloride), C(C)(=O)OCCCCBr (4-bromobutyl acetate), [OH-].[Na+] (NaOH). Run in CO (methanol). Yields the product C1=C(C=CC=2CCCCC12)C=1N=C(SC1)C1CCN(CC1)CCCCO (4-{4-[4-(5,6,7,8-tetrahydronaphthalen-2-yl)thiazol-2-yl]-piperidin-1-yl}butan-1-ol). RXN SMILES: [CH:1]1[C:10]2[CH2:9][CH2:8][CH2:7][CH2:6][C:5]=2[CH:4]=[CH:3][C:2]=1[C:11]1[N:12]=[C:13]([CH:16]2[CH2:21][CH2:20][NH:19][CH2:18][CH2:17]2)[S:14][CH:15]=1.C([O:25][CH2:26][CH2:27][CH2:28][CH2:29]Br)(=O)C.[OH-].[Na+].Cl>CO>[CH:1]1[C:10]2[CH2:9][CH2:8][CH2:7][CH2:6][C:5]=2[CH:4]=[CH:3][C:2]=1[C:11]1[N:12]=[C:13]([CH:16]2[CH2:17][CH2:18][N:19]([CH2:29][CH2:28][CH2:27][CH2:26][OH:25])[CH2:20][CH2:21]2)[S:14][CH:15]=1 |f:2.3|. Procedure: The preparation is carried out as described starting from 39 mg (0.13 mmol) of 4-[4-(5,6,7,8-tetrahydronaphthalen-2-yl)thiazol-2-yl]piperidine and 30 μl (0.20 mmol) of 4-bromobutyl acetate. The protecting group is cleaved off by means of a 2N NaOH solution in methanol. The product is in the form of the hydrochloride. The reactants are CS(C)=O, COC(=O)CCCBr, [N-]=[N+]=[N-], [Na+], O. Yields the product COC(=O)CCCN=[N+]=[N-]. Reaction SMILES: [CH3:14][S:15]([CH3:16])=[O:17].[CH3:1][O:2][C:3]([CH2:4][CH2:5][CH2:6][Br:7])=[O:8].[N-:9]=[N+:10]=[N-:11].[Na+:12].[OH2:13]>>[CH3:1][O:2][C:3]([CH2:4][CH2:5][CH2:6][N:9]=[N+:10]=[N-:11])=[O:8]. The reactants are CS(=O)(=O)c1ccc(C(CC2CCCC2OC2CCCCO2)C(=O)Nc2nccs2)cc1, CCO, Cc1ccc(S(=O)(=O)[O-])cc1, c1cc[nH+]cc1. Yields the product CS(=O)(=O)c1ccc(C(CC2CCCC2O)C(=O)Nc2nccs2)cc1. RXN SMILES: [CH3:1][S:2](=[O:3])(=[O:4])[c:5]1[cH:6][cH:7][c:8]([CH:11]([C:12](=[O:13])[NH:14][c:15]2[s:16][cH:17][cH:18][n:19]2)[CH2:20][CH:21]2[CH:22]([O:26][CH:27]3[CH2:28][CH2:29][CH2:30][CH2:31][O:32]3)[CH2:23][CH2:24][CH2:25]2)[cH:9][cH:10]1.[CH3:50][CH2:51][OH:52].[c:33]1([CH3:34])[cH:35][cH:36][c:37]([S:38]([O-:39])(=[O:40])=[O:41])[cH:42][cH:43]1.[nH+:44]1[cH:45][cH:46][cH:47][cH:48][cH:49]1>>[CH3:1][S:2](=[O:3])(=[O:4])[c:5]1[cH:6][cH:7][c:8]([CH:11]([C:12](=[O:13])[NH:14][c:15]2[s:16][cH:17][cH:18][n:19]2)[CH2:20][CH:21]2[CH:22]([OH:26])[CH2:23][CH2:24][CH2:25]2)[cH:9][cH:10]1. Starting materials: CCCCO, COCCNCCOC, CCN(C(C)C)C(C)C, Nc1cc(Cl)ncn1. Product: COCCN(CCOC)c1cc(N)ncn1. RXN SMILES: [CH2:27]([OH:28])[CH2:29][CH2:30][CH3:31].[CH3:18][O:19][CH2:20][CH2:21][NH:22][CH2:23][CH2:24][O:25][CH3:26].[CH:9]([N:10]([CH:11]([CH3:12])[CH3:13])[CH2:14][CH3:15])([CH3:16])[CH3:17].[Cl:1][c:2]1[cH:3][c:4]([NH2:8])[n:5][cH:6][n:7]1>>[c:2]1([N:22]([CH2:21][CH2:20][O:19][CH3:18])[CH2:23][CH2:24][O:25][CH3:26])[cH:3][c:4]([NH2:8])[n:5][cH:6][n:7]1. Starting materials: CC(Cl)c1cccnc1, Oc1ccccc1-c1nnco1. Reagents/catalysts: O=C([O-])[O-].[Cs+].[Cs+] (cesium carbonate), [I-].[K+] (potassium iodide). Solvent: CN(C)C=O (DMF), CN(C)C=O (dmf), CN(C)C=O (DMF). Conditions: temperature 70 celsius, time 16 hour. The product is CC(Oc1ccccc1-c1nnco1)c1cccnc1. Starting materials: CC(=O)O, COCC1OC(n2cnc3c(NCC(c4ccccc4)c4ccccc4)nc(CN)nc32)C(O)C1O, O=C1CCS(=O)(=O)CC1. The product is COCC1OC(n2cnc3c(NCC(c4ccccc4)c4ccccc4)nc(CNC4CCS(=O)(=O)CC4)nc32)C(O)C1O. Reaction SMILES: [CH3:46][C:47](=[O:48])[OH:49].[NH2:1][CH2:2][c:3]1[n:4][c:5]([NH:22][CH2:23][CH:24]([c:25]2[cH:26][cH:27][cH:28][cH:29][cH:30]2)[c:31]2[cH:32][cH:33][cH:34][cH:35][cH:36]2)[c:6]2[n:7][cH:8][n:9]([CH:12]3[O:13][CH:14]([CH2:19][O:20][CH3:21])[CH:15]([OH:18])[CH:16]3[OH:17])[c:10]2[n:11]1.[S:37]1(=[O:44])(=[O:45])[CH2:38][CH2:39][C:40](=[O:43])[CH2:41][CH2:42]1>>[NH:1]([CH2:2][c:3]1[n:4][c:5]([NH:22][CH2:23][CH:24]([c:25]2[cH:26][cH:27][cH:28][cH:29][cH:30]2)[c:31]2[cH:32][cH:33][cH:34][cH:35][cH:36]2)[c:6]2[n:7][cH:8][n:9]([CH:12]3[O:13][CH:14]([CH2:19][O:20][CH3:21])[CH:15]([OH:18])[CH:16]3[OH:17])[c:10]2[n:11]1)[CH:40]1[CH2:39][CH2:38][S:37](=[O:44])(=[O:45])[CH2:42][CH2:41]1.